From a dataset of the Open Reaction Database (ORD), a public repository of structured organic reaction records. describe an organic reaction: reactants, conditions, products, and yield Starting materials: C([O-])([O-])=O.[K+].[K+] (Potassium carbonate), BrCC1=CC=C(C=C1)F (1-(bromomethyl)-4-fluorobenzene), FC=1C=C(NC2CCN(CC2)C(=O)OC(C)(C)C)C=CC1 (tert-butyl 4-(3-fluoroanilino)-1-piperidinecarboxylate). Run in C(C)#N (acetonitrile). Yields the product FC=1C=C(N(C2CCN(CC2)C(=O)OC(C)(C)C)CC2=CC=C(C=C2)F)C=CC1 (tert-butyl 4-[3-fluoro(4-fluorobenzyl)anilino]-1-piperidinecarboxylate). Yield: 89.0%. As a reaction SMILES: [F:1][C:2]1[CH:3]=[C:4]([CH:19]=[CH:20][CH:21]=1)[NH:5][CH:6]1[CH2:11][CH2:10][N:9]([C:12]([O:14][C:15]([CH3:18])([CH3:17])[CH3:16])=[O:13])[CH2:8][CH2:7]1.C(=O)([O-])[O-].[K+].[K+].Br[CH2:29][C:30]1[CH:35]=[CH:34][C:33]([F:36])=[CH:32][CH:31]=1>C(#N)C>[F:1][C:2]1[CH:3]=[C:4]([CH:19]=[CH:20][CH:21]=1)[N:5]([CH2:29][C:30]1[CH:35]=[CH:34][C:33]([F:36])=[CH:32][CH:31]=1)[CH:6]1[CH2:11][CH2:10][N:9]([C:12]([O:14][C:15]([CH3:18])([CH3:16])[CH3:17])=[O:13])[CH2:8][CH2:7]1 |f:1.2.3|. Reported procedure: Tert-butyl 4-(3-fluoroanilino)-1-piperidinecarboxylate 1 (20 g) was dissolved in acetonitrile (250 ml). Potassium carbonate (33.2 g) and 1-(bromomethyl)-4-fluorobenzene (11 ml) were added to the solution. The reaction mixture was heated at reflux overnight, then cooled, concentrated and the residue was taken up in dichloromethane and water. The aqueous layer was washed twice with dichloromethane. The combined organic layers were dried over MgSO4 and concentrated. The resulting white solid was tr... Starting materials: CON=C(C(=O)NC1[C@@H]2N(C(=C(CS2)C=2SC(=NN2)N(C)C)C(=O)OC(C2=CC=CC=C2)C2=CC=CC=C2)C1=O)C1=CC=CC=C1 (benzhydryl 7-(2-methoxyimino-2-phenylacetamido)-3-(5-dimethylamino-1,3,4-thiadiazol-2-yl)-3-cephem-4-carboxylate), C1(=CC=CC=C1)OC (anisole), FC(C(=O)O)(F)F (trifluoroacetic acid). Reaction conditions: time 30 minute. The product is CON=C(C(=O)NC1[C@@H]2N(C(=C(CS2)C=2SC(=NN2)N(C)C)C(=O)O)C1=O)C1=CC=CC=C1 (7-(2-methoxyimino-2-phenylacetamido)-3-(5-dimethylamino-1,3,4-thiadiazol-2-yl)-3-cephem-4-carboxylic acid). Isolated yield 70.7%. Reaction SMILES: [CH3:1][O:2][N:3]=[C:4]([C:41]1[CH:46]=[CH:45][CH:44]=[CH:43][CH:42]=1)[C:5]([NH:7][CH:8]1[C:39](=[O:40])[N:10]2[C:11]([C:23]([O:25]C(C3C=CC=CC=3)C3C=CC=CC=3)=[O:24])=[C:12]([C:15]3[S:16][C:17]([N:20]([CH3:22])[CH3:21])=[N:18][N:19]=3)[CH2:13][S:14][C@H:9]12)=[O:6].C1(OC)C=CC=CC=1.FC(F)(F)C(O)=O>>[CH3:1][O:2][N:3]=[C:4]([C:41]1[CH:46]=[CH:45][CH:44]=[CH:43][CH:42]=1)[C:5]([NH:7][CH:8]1[C:39](=[O:40])[N:10]2[C:11]([C:23]([OH:25])=[O:24])=[C:12]([C:15]3[S:16][C:17]([N:20]([CH3:22])[CH3:21])=[N:18][N:19]=3)[CH2:13][S:14][C@H:9]12)=[O:6]. Procedure details: A mixture of 0.11 g of benzhydryl 7-(2-methoxyimino-2-phenylacetamido)-3-(5-dimethylamino-1,3,4-thiadiazol-2-yl)-3-cephem-4-carboxylate (obtained in Example 48), 2 ml of anisole and 4 ml of trifluoroacetic acid is stirred for 30 minutes at room temperature. After removal of the solvent under reduced pressure, the residue is triturated with the addition of absolute ether. The precipitates are filtered, and washed with ether to give 0.058 g of 7-(2-methoxyimino-2-phenylacetamido)-3-(5-dimethylamin... Starting materials: CCOC(=O)Nc1c(C)cc(Br)cc1C, CC(C)(C)[O-], Cc1ccccc1, CN(C)c1ccccc1-c1ccccc1P(C1CCCCC1)C1CCCCC1, Cl, FC(F)(F)c1ccc2c(c1)CCNC2, [K+]. Yields the product CCOC(=O)Nc1c(C)cc(N2CCc3cc(C(F)(F)F)ccc3C2)cc1C. RXN SMILES: [CH2:50]([CH3:51])[O:52][C:53]([NH:54][c:55]1[c:56]([CH3:63])[cH:57][c:58]([Br:62])[cH:59][c:60]1[CH3:61])=[O:64].[CH3:29][C:30]([CH3:31])([O-:32])[CH3:33].[CH3:65][c:66]1[cH:67][cH:68][cH:69][cH:70][cH:71]1.[CH:1]1([P:2]([CH:3]2[CH2:4][CH2:5][CH2:6][CH2:7][CH2:8]2)[c:9]2[cH:10][cH:11][cH:12][cH:13][c:14]2-[c:15]2[cH:16][cH:17][cH:18][cH:19][c:20]2[N:21]([CH3:22])[CH3:23])[CH2:24][CH2:25][CH2:26][CH2:27][CH2:28]1.[ClH:35].[F:36][C:37]([c:38]1[cH:39][c:40]2[c:45]([cH:46][cH:47]1)[CH2:44][NH:43][CH2:42][CH2:41]2)([F:48])[F:49].[K+:34]>>[F:36][C:37]([c:38]1[cH:39][c:40]2[c:45]([cH:46][cH:47]1)[CH2:44][N:43]([c:58]1[cH:57][c:56]([CH3:63])[c:55]([NH:54][C:53]([O:52][CH2:50][CH3:51])=[O:64])[c:60]([CH3:61])[cH:59]1)[CH2:42][CH2:41]2)([F:48])[F:49]. Procedure: The process for preparing the compound according to claim 1 which comprises: reacting a mixture of concentrated nitric acid and sulfuric acid with 4-chloro-o-toluic acid at a temperature from about 40° C. to about 60° C., reducing resultant 4-chloro-3,5-dinitro-o-toluic acid with diborane, treating resultant 4-chloro-3,5-dinitro-benzyl alcohol with phosphorus tribromide to obtain α'-bromo-4-chloro-3,5-dinitro-o-xylene, reacting the latter with an aliphatic alcohol, and recovering the resultant d... Reactants: [N+](=O)(O)[O-] (nitric acid), S(O)(O)(=O)=O (sulfuric acid), ClC=1C=C(C(=CC1)C)C(=O)O (4-chloro-o-toluic acid), ClC=1C(=C(C(=CC1[N+](=O)[O-])C)C(=O)O)[N+](=O)[O-] (4-chloro-3,5-dinitro-o-toluic acid), B#B (diborane), ClC1=C(C=C(CO)C=C1[N+](=O)[O-])[N+](=O)[O-] (4-chloro-3,5-dinitro-benzyl alcohol), P(Br)(Br)Br (phosphorus tribromide). As a reaction SMILES: [N+]([O-])(O)=O.S(=O)(=O)(O)O.ClC1C=C(C(O)=O)C(C)=CC=1.[Cl:21][C:22]1[C:23]([N+:35]([O-:37])=[O:36])=[C:24]([C:32](O)=O)[C:25]([CH3:31])=[CH:26][C:27]=1[N+:28]([O-:30])=[O:29].B#B.ClC1C([N+]([O-])=O)=CC(CO)=CC=1[N+]([O-])=O.P(Br)(Br)[Br:56]>>[Br:56][CH2:32][C:24]1[C:25]([CH3:31])=[CH:26][C:27]([N+:28]([O-:30])=[O:29])=[C:22]([Cl:21])[C:23]=1[N+:35]([O-:37])=[O:36]. The product is BrCC=1C(=CC(=C(C1[N+](=O)[O-])Cl)[N+](=O)[O-])C (α'-bromo-4-chloro-3,5-dinitro-o-xylene). Starting materials: FC1=C(C=C(C(=O)O)C)C=CC(=C1)F (2,4-difluoro-α-methylcinnamic acid), [H][H] (hydrogen), [H][H] (hydrogen). Reagents/catalysts: [Pt]=O (platinum oxide). Solvent: CO (methanol). Conditions: time 30 minute. Yields the product FC1=C(CC(C(=O)O)C)C=CC(=C1)F (2,4-difluoro-α-methyldihydrocinnamic acid). As a reaction SMILES: [F:1][C:2]1[CH:13]=[C:12]([F:14])[CH:11]=[CH:10][C:3]=1[CH:4]=[C:5]([CH3:9])[C:6]([OH:8])=[O:7].[H][H]>[Pt]=O.CO>[F:1][C:2]1[CH:13]=[C:12]([F:14])[CH:11]=[CH:10][C:3]=1[CH2:4][CH:5]([CH3:9])[C:6]([OH:8])=[O:7]. Procedure details: In 800 ml. of methanol, 60 g. (0.3 mole) of 2,4-difluoro-α-methylcinnamic acid with 1.5 g. of platinum oxide catalyst is shaken under an initial pressure of 42 lbs. of hydrogen until one equivalent of hydrogen is absorbed. The reaction time is 30 minutes. The catalyst is removed by filtration and washed with methanol. The methanol, when evaporated off, leaves near colorless 2,4-difluoro-α-methyldihydrocinnamic acid as an oil which is used in the next step without further purification. Reactants: CC(C)c1cccc(C(C)C)c1NCc1cccc(-c2c(CNC(C)(C)C)ccc3ccccc23)n1, C1CCOC1, [Li]c1ccccc1, O. The product is CC(C)c1cccc(C(C)C)c1NC(c1ccccc1)c1cccc(-c2c(CNC(C)(C)C)ccc3ccccc23)n1. RXN SMILES: [C:1]([CH3:2])([CH3:3])([CH3:4])[NH:5][CH2:6][c:7]1[c:8](-[c:17]2[cH:18][cH:19][cH:20][c:21]([CH2:23][NH:24][c:25]3[c:26]([CH:34]([CH3:35])[CH3:36])[cH:27][cH:28][cH:29][c:30]3[CH:31]([CH3:32])[CH3:33])[n:22]2)[c:9]2[cH:10][cH:11][cH:12][cH:13][c:14]2[cH:15][cH:16]1.[CH2:37]1[O:38][CH2:39][CH2:40][CH2:41]1.[Li:42][c:43]1[cH:44][cH:45][cH:46][cH:47][cH:48]1.[OH2:49]>>[C:1]([CH3:2])([CH3:3])([CH3:4])[NH:5][CH2:6][c:7]1[c:8](-[c:17]2[cH:18][cH:19][cH:20][c:21]([CH:23]([NH:24][c:25]3[c:26]([CH:34]([CH3:35])[CH3:36])[cH:27][cH:28][cH:29][c:30]3[CH:31]([CH3:32])[CH3:33])[c:43]3[cH:44][cH:45][cH:46][cH:47][cH:48]3)[n:22]2)[c:9]2[cH:10][cH:11][cH:12][cH:13][c:14]2[cH:15][cH:16]1.